This data is from the Open Reaction Database (ORD), a public repository of structured organic reaction records. The task is: describe an organic reaction: reactants, conditions, products, and yield Reactants: C(C)(C)(C)OC(=O)N[C@@H]1CN(CC1)C(=O)C1CCN(CC1)C(=O)OCC1=CC=CC=C1 (benzyl 4-({(3S)-3-[(tert-butoxycarbonyl)amino]pyrrolidin-1-yl}carbonyl)piperidine-1-carboxylate). The reagents and catalysts are [Pd] (palladium on carbon). Solvent: CO (methanol). Run at time 8 hour. The product is N1CCC(CC1)C(=O)N1C[C@H](CC1)NC(OC(C)(C)C)=O (tert-Butyl [(3S)-1-(Piperidin-4-ylcarbonyl)pyrrolidin-3-yl]carbamate). Isolated yield 100.9%. RXN SMILES: [C:1]([O:5][C:6]([NH:8][C@H:9]1[CH2:13][CH2:12][N:11]([C:14]([CH:16]2[CH2:21][CH2:20][N:19](C(OCC3C=CC=CC=3)=O)[CH2:18][CH2:17]2)=[O:15])[CH2:10]1)=[O:7])([CH3:4])([CH3:3])[CH3:2]>[Pd].CO>[NH:19]1[CH2:18][CH2:17][CH:16]([C:14]([N:11]2[CH2:12][CH2:13][C@H:9]([NH:8][C:6](=[O:7])[O:5][C:1]([CH3:3])([CH3:2])[CH3:4])[CH2:10]2)=[O:15])[CH2:21][CH2:20]1. Procedure details: A mixture of benzyl 4-({(3S)-3-[(tert-butoxycarbonyl)amino]pyrrolidin-1-yl}carbonyl)piperidine-1-carboxylate (7.5 g, 17 mmol) and palladium on carbon (800 mg, 8 mmol) in methanol (100 mL) was shaken under hydrogen at 50 psi overnight. The mixture was filtered through celite and the filtrate was concentrated to give 5.1 g of product as a white solid. MS (M+H) 298.2. Starting materials: C(#N)C1(CC1)NC([C@@H](N[C@H](C(F)(F)F)C1=CC=C(C=C1)C1=CC=C(C=C1)S(=O)(=O)C)CCC)=O (N1-(1-cyanocyclopropyl)-N2-{(1S)-2,2,2-trifluoro-1-[4′-(methylsulfonyl)-1,1′-biphenyl-4-yl]ethyl}-L-norvalinamide), FC=1C=C(C=CC1F)B(O)O (3,4-difluorophenylboronic acid), BrC1=CC=C(C=C1)[C@@H](C(F)(F)F)N[C@@H](CCC)C(=O)NC1(CC1)C#N (N2-[(1S)-1-(4-bromophenyl)-2,2,2-trifluoroethyl]-N1-(1-cyanocyclopropyl)-L-norvalinamide). Reagents/catalysts: C1(=CC=CC=C1)P([C-]1C=CC=C1)C1=CC=CC=C1.[C-]1(C=CC=C1)P(C1=CC=CC=C1)C1=CC=CC=C1.[Fe+2] (1,1′-bis(diphenylphosphino)ferrocene), Cl[Pd]Cl (dichloropalladium(II)). Product: C(#N)C1(CC1)NC([C@H](CCC)N[C@H](C(F)(F)F)C1=CC=C(C=C1)C1=CC(=C(C=C1)F)F)=O ((2S)-2-[(1S)-1-(3′,4′-difluorobiphenyl-4-yl)-2,2,2-trifluoroethylamino]-pentanoic acid (1-cyanocyclopropyl)-amide). Reaction SMILES: [C:1]([C:3]1([NH:6][C:7](=[O:34])[C@H:8]([CH2:31][CH2:32][CH3:33])[NH:9][C@@H:10]([C:15]2[CH:20]=[CH:19][C:18](C3C=CC(S(C)(=O)=O)=CC=3)=[CH:17][CH:16]=2)[C:11]([F:14])([F:13])[F:12])[CH2:5][CH2:4]1)#[N:2].[F:35][C:36]1[CH:37]=[C:38](B(O)O)[CH:39]=[CH:40][C:41]=1[F:42].BrC1C=CC([C@H](N[C@H](C(NC2(C#N)CC2)=O)CCC)C(F)(F)F)=CC=1>C1(P(C2C=CC=CC=2)[C-]2C=CC=C2)C=CC=CC=1.[C-]1(P(C2C=CC=CC=2)C2C=CC=CC=2)C=CC=C1.[Fe+2].Cl[Pd]Cl>[C:1]([C:3]1([NH:6][C:7](=[O:34])[C@@H:8]([NH:9][C@@H:10]([C:15]2[CH:20]=[CH:19][C:18]([C:38]3[CH:39]=[CH:40][C:41]([F:42])=[C:36]([F:35])[CH:37]=3)=[CH:17][CH:16]=2)[C:11]([F:12])([F:14])[F:13])[CH2:31][CH2:32][CH3:33])[CH2:5][CH2:4]1)#[N:2] |f:3.4.5|. Procedure details: The title compound was prepared in similar manner to that described for N1-(1-cyanocyclopropyl)-N2-{(1S)-2,2,2-trifluoro-1-[4′-(methylsulfonyl)-1,1′-biphenyl-4-yl]ethyl}-L-norvalinamide via Suzuki cross-coupling between 3,4-difluorophenylboronic acid and N2-[(1S)-1-(4-bromophenyl)-2,2,2-trifluoroethyl]-N1-(1-cyanocyclopropyl)-L-norvalinamide in the presence of 1,1′-bis(diphenylphosphino)ferrocene]-dichloropalladium(II), dichloromethane complex. Procedure: Acetyl chloride (264 ml) and tetrahydrofuran (191 ml) were charged to a vessel containing 2-propanol (1143 ml) maintaining the temperature at 10° C. to 15° C. 1-(aminomethyl)cycloheptanol (381 g) in tetrahydrofuran (1613 ml) and tetrahydrofuran (381 ml) were charged maintaining the temperature at 10° C. to 15° C. The reaction mixture was stirred for 50 minutes and filtered. The filter cake was washed with premixed tetrahydrofuran/2-propanol [tetrahydrofuran (267 ml), 2-propanol (114 ml)], and te... Reaction conditions: time 50 minute. The product is Cl.NCC1(CCCCCC1)O (1-(aminomethyl)cycloheptanol Hydrochloride). RXN SMILES: C([Cl:4])(=O)C.CC(O)C.[NH2:9][CH2:10][C:11]1([OH:18])[CH2:17][CH2:16][CH2:15][CH2:14][CH2:13][CH2:12]1>O1CCCC1>[ClH:4].[NH2:9][CH2:10][C:11]1([OH:18])[CH2:17][CH2:16][CH2:15][CH2:14][CH2:13][CH2:12]1 |f:4.5|. The reactants are C(C)(=O)Cl (Acetyl chloride), CC(C)O (2-propanol), NCC1(CCCCCC1)O (1-(aminomethyl)cycloheptanol). The solvent is O1CCCC1 (tetrahydrofuran), O1CCCC1 (tetrahydrofuran), O1CCCC1 (tetrahydrofuran). RXN SMILES: [CH2:1]([O:3][C:4]([NH:6][C:7]1[CH:8]=[CH:9][C:10]([NH:14]C(OCC2C=CC=CC=2)=O)=[C:11]([OH:13])[CH:12]=1)=[O:5])[CH3:2].C1CCCCC=1.C>C(O)C>[NH2:14][C:10]1[CH:9]=[CH:8][C:7]([NH:6][C:4]([O:3][CH2:1][CH3:2])=[O:5])=[CH:12][C:11]=1[OH:13]. Procedure details: 0.06 mole (20 g) of 5-(ethoxycarbonylamino) -2-(benzyloxycarbonylamino)phenol in 60 ml of 96° strength ethanol to which 40 ml of cyclohexene and 4 g of palladinized charcoal (10% palladium) are added is heated to reflux for 30 minutes. After removal of the catalyst by filtration while hot, the expected product is precipitated by adding 17.5 ml of ethanolic hydrochloric acid (7M) to the cooled filtrate. After drying, analysis of the product obtained gives the following results: The reactants are C(C)OC(=O)NC=1C=CC(=C(C1)O)NC(=O)OCC1=CC=CC=C1 (5-(ethoxycarbonylamino) -2-(benzyloxycarbonylamino)phenol), C1=CCCCC1 (cyclohexene), C (charcoal). The solvent is C(C)O (ethanol). The product is NC1=C(C=C(C=C1)NC(=O)OCC)O (2-amino-5-(N-ethoxycarbonylamino)phenol). The reactants are CCN(C(C)C)C(C)C, COC(=O)c1cc(F)c(C(F)(F)F)cc1[N+](=O)[O-], FC(F)(F)c1c[nH]cn1, C1COCCO1. The product is COC(=O)c1cc(-n2cnc(C(F)(F)F)c2)c(C(F)(F)F)cc1[N+](=O)[O-]. RXN SMILES: [CH2:28]([N:29]([CH:30]([CH3:31])[CH3:32])[CH:33]([CH3:34])[CH3:35])[CH3:36].[CH3:1][O:2][C:3]([c:4]1[c:5]([N+:15](=[O:16])[O-:17])[cH:6][c:7]([C:11]([F:12])([F:13])[F:14])[c:8]([F:10])[cH:9]1)=[O:18].[F:19][C:20]([c:21]1[n:22][cH:23][nH:24][cH:25]1)([F:26])[F:27].[O:37]1[CH2:38][CH2:39][O:40][CH2:41][CH2:42]1>>[CH3:1][O:2][C:3]([c:4]1[c:5]([N+:15](=[O:16])[O-:17])[cH:6][c:7]([C:11]([F:12])([F:13])[F:14])[c:8](-[n:24]2[cH:23][n:22][c:21]([C:20]([F:19])([F:26])[F:27])[cH:25]2)[cH:9]1)=[O:18]. The reactants are CCCCP(CCCC)CCCC, COc1cc(CO)ccc1OCc1nc(-c2ccccc2)cn1C, O=C(N=NC(=O)N1CCCCC1)N1CCCCC1, C1CCOC1, O=Cc1cn(-c2ccccc2)nc1O. Product: COc1cc(COc2nn(-c3ccccc3)cc2C=O)ccc1OCc1nc(-c2ccccc2)cn1C. RXN SMILES: [CH2:39]([P:40]([CH2:41][CH2:42][CH2:43][CH3:44])[CH2:45][CH2:46][CH2:47][CH3:48])[CH2:49][CH2:50][CH3:51].[CH3:1][O:2][c:3]1[cH:4][c:5]([CH2:23][OH:24])[cH:6][cH:7][c:8]1[O:9][CH2:10][c:11]1[n:12]([CH3:22])[cH:13][c:14](-[c:16]2[cH:17][cH:18][cH:19][cH:20][cH:21]2)[n:15]1.[N:52]([C:53]([N:54]1[CH2:55][CH2:56][CH2:57][CH2:58][CH2:59]1)=[O:60])=[N:61][C:62]([N:63]1[CH2:64][CH2:65][CH2:66][CH2:67][CH2:68]1)=[O:69].[O:70]1[CH2:71][CH2:72][CH2:73][CH2:74]1.[OH:25][c:26]1[n:27][n:28](-[c:33]2[cH:34][cH:35][cH:36][cH:37][cH:38]2)[cH:29][c:30]1[CH:31]=[O:32]>>[CH3:1][O:2][c:3]1[cH:4][c:5]([CH2:23][O:24][c:26]2[n:27][n:28](-[c:33]3[cH:34][cH:35][cH:36][cH:37][cH:38]3)[cH:29][c:30]2[CH:31]=[O:32])[cH:6][cH:7][c:8]1[O:9][CH2:10][c:11]1[n:12]([CH3:22])[cH:13][c:14](-[c:16]2[cH:17][cH:18][cH:19][cH:20][cH:21]2)[n:15]1.